Task: describe an organic reaction: reactants, conditions, products, and yield. Dataset: the Open Reaction Database (ORD), a public repository of structured organic reaction records The reactants are NC1=CC=C(C=C1)C(CN1C(=NC(C1=O)(C1=CC=CC=C1)C1=CC=CC=C1)C)=O (3-[2-(4-amino-phenyl)-2-oxo-ethyl]-2-methyl-5,5-diphenyl-3,5-dihydro-imidazol-4-one), FC1=C(C=CC=C1)N=C=O (1-fluoro-2-isocyanato-benzene). Yields the product FC1=C(C=CC=C1)NC(=O)NC1=CC=C(C=C1)C(CN1C(=NC(C1=O)(C1=CC=CC=C1)C1=CC=CC=C1)C)=O (1-(2-fluoro-phenyl)-3-{4-[2-(2-methyl-5-oxo-4,4-diphenyl-4,5-dihydro-imidazol-1-yl)-acetyl]-phenyl}-urea). RXN SMILES: [NH2:1][C:2]1[CH:7]=[CH:6][C:5]([C:8](=[O:29])[CH2:9][N:10]2[C:14](=[O:15])[C:13]([C:22]3[CH:27]=[CH:26][CH:25]=[CH:24][CH:23]=3)([C:16]3[CH:21]=[CH:20][CH:19]=[CH:18][CH:17]=3)[N:12]=[C:11]2[CH3:28])=[CH:4][CH:3]=1.[F:30][C:31]1[CH:36]=[CH:35][CH:34]=[CH:33][C:32]=1[N:37]=[C:38]=[O:39]>>[F:30][C:31]1[CH:36]=[CH:35][CH:34]=[CH:33][C:32]=1[NH:37][C:38]([NH:1][C:2]1[CH:3]=[CH:4][C:5]([C:8](=[O:29])[CH2:9][N:10]2[C:14](=[O:15])[C:13]([C:22]3[CH:23]=[CH:24][CH:25]=[CH:26][CH:27]=3)([C:16]3[CH:21]=[CH:20][CH:19]=[CH:18][CH:17]=3)[N:12]=[C:11]2[CH3:28])=[CH:6][CH:7]=1)=[O:39]. Procedure details: Synthesis in analogy to Example 6 starting from 3-[2-(4-amino-phenyl)-2-oxo-ethyl]-2-methyl-5,5-diphenyl-3,5-dihydro-imidazol-4-one and 1-fluoro-2-isocyanato-benzene to yield 1-(2-fluoro-phenyl)-3-{4-[2-(2-methyl-5-oxo-4,4-diphenyl-4,5-dihydro-imidazol-1-yl)-acetyl]-phenyl}-urea. LC/MS at 254 nm; [M+H] 521; Rt 3.641 min. Reactants: C(CCC)C=1OC2=C(C1)C=CC=C2 (2-n-butylbenzofuran), stannic chloride, CC=1C=C(C(=O)Cl)C=C(C1OC)C (3,5-dimethyl-4-methoxybenzoic acid chloride), C(Cl)Cl (methylene chloride). Run in O (Water). Reaction conditions: time 2 hour. Yields the product C(CCC)C=1OC2=C(C1C(C1=CC(=C(C(=C1)C)OC)C)=O)C=CC=C2 (2-n-butyl-3-(3',5'-dimethyl-4'-methoxybenzoyl)benzofuran). Reaction SMILES: [CH2:1]([C:5]1[O:6][C:7]2[CH:13]=[CH:12][CH:11]=[CH:10][C:8]=2[CH:9]=1)[CH2:2][CH2:3][CH3:4].[CH3:14][C:15]1[CH:16]=[C:17]([CH:21]=[C:22]([CH3:26])[C:23]=1[O:24][CH3:25])[C:18](Cl)=[O:19].C(Cl)Cl>O>[CH2:1]([C:5]1[O:6][C:7]2[CH:13]=[CH:12][CH:11]=[CH:10][C:8]=2[C:9]=1[C:18](=[O:19])[C:17]1[CH:21]=[C:22]([CH3:26])[C:23]([O:24][CH3:25])=[C:15]([CH3:14])[CH:16]=1)[CH2:2][CH2:3][CH3:4]. Reported procedure: To a cooled (ice bath) mixture of 9.4 g. (0.054 mol.) of 2-n-butylbenzofuran and 11.5 g. (0.058 mol.) of 3,5-dimethyl-4-methoxybenzoic acid chloride in 100 ml. of methylene chloride was added dropwise 28.7 g. (0.11 mol.) of stannic chloride. The reaction mixture was allowed to warm to ambient temperature, then stirred for 2 hours. Water was slowly added to the mixture and it was stirred an additional 30 minutes. The layers were separated and the organic phase was washed with water until the wash... The reactants are OCc1ccc(Cc2ccccc2)cc1, CS(=O)(=O)Cl, CC#N, ClC(Cl)Cl, O=C(CNC(=O)c1cccc(C(F)(F)F)c1)NCC1CCNCC1, O=C=Nc1ccccc1. Yields the product O=C(CNC(=O)c1cccc(C(F)(F)F)c1)NCC1CCN(Cc2ccc(Cc3ccccc3)cc2)CC1. Reaction SMILES: [CH2:6]([c:7]1[cH:8][cH:9][cH:10][cH:11][cH:12]1)[c:13]1[cH:14][cH:15][c:16]([CH2:17][OH:18])[cH:19][cH:20]1.[CH3:1][S:2](=[O:3])(=[O:4])[Cl:5].[CH3:58][C:59]#[N:60].[Cl:54][CH:55]([Cl:56])[Cl:57].[F:21][C:22]([c:23]1[cH:24][c:25]([C:26](=[O:27])[NH:28][CH2:29][C:30](=[O:31])[NH:32][CH2:33][CH:34]2[CH2:35][CH2:36][NH:37][CH2:38][CH2:39]2)[cH:40][cH:41][cH:42]1)([F:43])[F:44].[O:45]=[C:46]=[N:47][c:48]1[cH:49][cH:50][cH:51][cH:52][cH:53]1>>[CH2:6]([c:7]1[cH:8][cH:9][cH:10][cH:11][cH:12]1)[c:13]1[cH:14][cH:15][c:16]([CH2:17][N:37]2[CH2:36][CH2:35][CH:34]([CH2:33][NH:32][C:30]([CH2:29][NH:28][C:26]([c:25]3[cH:24][c:23]([C:22]([F:21])([F:43])[F:44])[cH:42][cH:41][cH:40]3)=[O:27])=[O:31])[CH2:39][CH2:38]2)[cH:19][cH:20]1. Starting materials: CN1CCCC1=O, N#C[Cu], O=c1[nH]cnc2ccc(I)cc12. Product: N#Cc1ccc2nc[nH]c(=O)c2c1. As a reaction SMILES: [CH3:16][N:17]1[CH2:18][CH2:19][CH2:20][C:21]1=[O:22].[Cu:13][C:14]#[N:15].[I:1][c:2]1[cH:3][c:4]2[c:5](=[O:12])[nH:6][cH:7][n:8][c:9]2[cH:10][cH:11]1>>[c:2]1([C:14]#[N:15])[cH:3][c:4]2[c:5](=[O:12])[nH:6][cH:7][n:8][c:9]2[cH:10][cH:11]1. Reactants: Cl.C(C)N1C(N(C2=C1C=CC=C2)[C@H]([C@@H](CNC)O)C2=CC(=CC=C2)F)=O (1-ethyl-3-[(1S,2R)-1-(3-fluorophenyl)-2-hydroxy-3-(methylamino)propyl]-1,3-dihydro-2H-benzimidazol-2-one hydrochloride), C(C)N1C(N(C2=C1C=CC=C2)[C@H]([C@@H](CO)O)C2=CC(=CC=C2)F)=O (1-ethyl-3-[(1S,2S)-2,3-dihydroxy-1-(3-fluorophenyl)-propyl]-1,3-dihydro-2H-benzimidazol-2-one). The product is Cl.C(C)N1C(N(C2=C1C=CC=C2)C(C(CNC)O)C2=CC(=CC=C2)F)=O (1-Ethyl-3-[1-(3-fluoro-phenyl)-2-hydroxy-3-methylamino-propyl]-1,3-dihydro-benzimidazol-2-one hydrochloride). RXN SMILES: [ClH:1].[CH2:2]([N:4]1[C:8]2[CH:9]=[CH:10][CH:11]=[CH:12][C:7]=2[N:6]([C@@H:13]([C:19]2[CH:24]=[CH:23][CH:22]=[C:21]([F:25])[CH:20]=2)[C@H:14]([OH:18])[CH2:15][NH:16][CH3:17])[C:5]1=[O:26])[CH3:3].C(N1C2C=CC=CC=2N([C@@H](C2C=CC=C(F)C=2)[C@H](O)CO)C1=O)C>>[ClH:1].[CH2:2]([N:4]1[C:8]2[CH:9]=[CH:10][CH:11]=[CH:12][C:7]=2[N:6]([CH:13]([C:19]2[CH:24]=[CH:23][CH:22]=[C:21]([F:25])[CH:20]=2)[CH:14]([OH:18])[CH2:15][NH:16][CH3:17])[C:5]1=[O:26])[CH3:3] |f:0.1,3.4|. Reported procedure: In an analogous manner to EXAMPLE 192, step 4 1-ethyl-3-[(1S,2R)-1-(3-fluorophenyl)-2-hydroxy-3-(methylamino)propyl]-1,3-dihydro-2H-benzimidazol-2-one hydrochloride was prepared from 1-ethyl-3-[(1S,2S)-2,3-dihydroxy-1-(3-fluorophenyl)-propyl]-1,3-dihydro-2H-benzimidazol-2-one as a white solid. MS (ES) m/z 344.2